From a dataset of the Open Reaction Database (ORD), a public repository of structured organic reaction records. describe an organic reaction: reactants, conditions, products, and yield Reactants: CC=1OC(=NN1)C=1C=CC2=C(C(=CO2)C=2C=NNC2)C1 (2-methyl-5-[3-(1H-pyrazol-4-yl)-1-benzofuran-5-yl]-1,3,4-oxadiazole), BrCC1=C(C#N)C=CC=C1 (2-(bromomethyl)benzonitrile). The product is CC1=NN=C(O1)C=1C=CC2=C(C(=CO2)C=2C=NN(C2)CC2=C(C#N)C=CC=C2)C1 (2-[[4-[5-(5-methyl-1,3,4-oxadiazol-2-yl)-1-benzofuran-3-yl]-1H-pyrazol-1-yl]methyl]benzonitrile). Isolated yield 91.0%. Reaction SMILES: [CH3:1][C:2]1[O:3][C:4]([C:7]2[CH:8]=[CH:9][C:10]3[O:14][CH:13]=[C:12]([C:15]4[CH:16]=[N:17][NH:18][CH:19]=4)[C:11]=3[CH:20]=2)=[N:5][N:6]=1.Br[CH2:22][C:23]1[CH:30]=[CH:29][CH:28]=[CH:27][C:24]=1[C:25]#[N:26]>>[CH3:1][C:2]1[O:3][C:4]([C:7]2[CH:8]=[CH:9][C:10]3[O:14][CH:13]=[C:12]([C:15]4[CH:19]=[N:18][N:17]([CH2:22][C:23]5[CH:30]=[CH:29][CH:28]=[CH:27][C:24]=5[C:25]#[N:26])[CH:16]=4)[C:11]=3[CH:20]=2)=[N:5][N:6]=1. Procedure details: In the same manner as in Example 1 and using 2-methyl-5-[3-(1H-pyrazol-4-yl)-1-benzofuran-5-yl]-1,3,4-oxadiazole instead of 5-(benzothiazol-6-yl)-1,3,4-oxadiazole-2-thiol and using 2-(bromomethyl)benzonitrile instead of 3-(trifluoromethyl)benzyl chloride, the title compound (yield 91%) was obtained as colorless crystals. Starting materials: O1C(=CC=C1)C(=O)Cl (2-furoyl chloride), S1C(=NC=C1)N1C(CC2=CC=CC=C12)=O (1-(2-thiazolyl)-2-oxindole), ice. The reagents and catalysts are CN(C1=CC=NC=C1)C (4-dimethylaminopyridine). Solvent: CN(C=O)C (dimethylformamide), CN(C=O)C (dimethylformamide). Conditions: time 5 minute. Product: S1C(=NC=C1)N1C(C(C2=CC=CC=C12)C(=O)C=1OC=CC1)=O (1-(2-Thiazolyl)-3-(2-furoyl)-2-oxindole). Isolated yield 64.0%. Reaction SMILES: [S:1]1[CH:5]=[CH:4][N:3]=[C:2]1[N:6]1[C:14]2[C:9](=[CH:10][CH:11]=[CH:12][CH:13]=2)[CH2:8][C:7]1=[O:15].[O:16]1[CH:20]=[CH:19][CH:18]=[C:17]1[C:21](Cl)=[O:22]>CN(C)C=O.CN(C)C1C=CN=CC=1>[S:1]1[CH:5]=[CH:4][N:3]=[C:2]1[N:6]1[C:14]2[C:9](=[CH:10][CH:11]=[CH:12][CH:13]=2)[CH:8]([C:21]([C:17]2[O:16][CH:20]=[CH:19][CH:18]=2)=[O:22])[C:7]1=[O:15]. Procedure: To a solution of 1-(2-thiazolyl)-2-oxindole (0.6 g, 2.7 mM) in dimethylformamide (8 ml) at 0° C. was added 4-dimethylaminopyridine (0.847 g, 2.2 eq.) and the mixture stirred for 5 minutes. Then, a solution of 2-furoyl chloride (0.31 ml, 3.04 mM, 1.1 eq.) in dimethylformamide (2 ml) was added dropwise and the mixture stirred for 15 minutes at 0° C. and then at room temperature for 2 hours. The reaction was poured onto about 100 ml of ice/2N HCl, and the resulting yellow precipitate recovered by f...